From a dataset of the Open Reaction Database (ORD), a public repository of structured organic reaction records. describe an organic reaction: reactants, conditions, products, and yield The reactants are BrC=1C=C(C(=NC1)N)N (5-bromopyridine-2,3-diamine), C(C)OC(OCC)OCC (triethylorthoformate). The solvent is C(=O)O (formic acid). Reaction conditions: temperature 100 celsius. The product is BrC=1C=C2C(=NC1)NC=N2 (6-bromo-3H-imidazo[4,5-b]pyridine). Isolated yield 61.0%. As a reaction SMILES: [Br:1][C:2]1[CH:3]=[C:4]([NH2:9])[C:5]([NH2:8])=[N:6][CH:7]=1.[CH2:10](OC(OCC)OCC)C>C(O)=O>[Br:1][C:2]1[CH:3]=[C:4]2[N:9]=[CH:10][NH:8][C:5]2=[N:6][CH:7]=1. Procedure: A stirred mixture of 5-bromopyridine-2,3-diamine (5 g, 26.6 mmol), formic acid (2.5 mL), and triethylorthoformate (70 mL) was heated at 100° C. for 2.5 h. The reaction mixture was cooled to rt and the solid precipitate was collected by filtration, washed with Et2O and dried to afford 6-bromo-3H-imidazo[4,5-b]pyridine as a solid (3.22 g, 61%) which did not require further purification. 1H NMR (300 MHz, DMSO-d6) δ 13.14 (br s, 1H), 8.50 (s, 1H), 8.44 (d, J=2.1 Hz, 1H), 8.31 (d, J=1.9 Hz, 1H). LCMS... Starting materials: N(N)C1=CC(N(C(N1CC(C)C)=O)C)=O (6-hydrazino-1-isobutyl-3-methylpyrimidine-2,4(1H,3H)-dione), S1C=C(C2=C1C=CC=C2)C=O (1-benzothiophene-3-carbaldehyde), C(=O)C=1N=C(SC1C)NC(OC(C)(C)C)=O (tert-butyl 4-formyl-5-methyl-1,3-thiazol-2-ylcarbamate). The product is S1C=C(C2=C1C=CC=C2)CN2N=C1N(C(N(C(C1=C2C=2N=C(SC2C)NC(OC(C)(C)C)=O)=O)C)=O)CC(C)C (tert-butyl 4-[2-(1-benzothien-3-ylmethyl)-7-isobutyl-5-methyl-4,6-dioxo-4,5,6,7-tetrahydro-2H-pyrazolo[3,4-d]pyrimidin-3-yl]-5-methyl-1,3-thiazol-2-ylcarbamate). RXN SMILES: [NH:1]([C:3]1[N:8]([CH2:9][CH:10]([CH3:12])[CH3:11])[C:7](=[O:13])[N:6]([CH3:14])[C:5](=[O:15])[CH:4]=1)[NH2:2].[S:16]1[C:20]2[CH:21]=[CH:22][CH:23]=[CH:24][C:19]=2[C:18]([CH:25]=O)=[CH:17]1.[CH:27]([C:29]1[N:30]=[C:31]([NH:35][C:36](=[O:42])[O:37][C:38]([CH3:41])([CH3:40])[CH3:39])[S:32][C:33]=1[CH3:34])=O>>[S:16]1[C:20]2[CH:21]=[CH:22][CH:23]=[CH:24][C:19]=2[C:18]([CH2:25][N:2]2[C:27]([C:29]3[N:30]=[C:31]([NH:35][C:36](=[O:42])[O:37][C:38]([CH3:40])([CH3:39])[CH3:41])[S:32][C:33]=3[CH3:34])=[C:4]3[C:3]([N:8]([CH2:9][CH:10]([CH3:11])[CH3:12])[C:7](=[O:13])[N:6]([CH3:14])[C:5]3=[O:15])=[N:1]2)=[CH:17]1. Procedure: This compound was made following the procedure described above, starting with 6-hydrazino-1-isobutyl-3-methylpyrimidine-2,4(1H,3H)-dione, and condensing first with 1-benzothiophene-3-carbaldehyde, followed by tert-butyl 4-formyl-5-methyl-1,3-thiazol-2-ylcarbamate. Reactants: ClC1=CC2=C(N=C(N2)CN(CC(=O)OCC)C2=CC=C(C=C2)Cl)C=C1 (Ethyl N-[(5-chloro-2-benzimidazolyl)methyl]-N-(4-chlorophenyl)glycinate), LiOH monohydrate. The solvent is CO (methanol), O (Water), O (water). Run at time 2 hour. Yields the product ClC1=CC2=C(N=C(N2)CN(CC(=O)O)C2=CC=C(C=C2)Cl)C=C1 (N-[(5-chloro-2-benzimidazolyl)methyl]-N-(4-chlorophenyl)glycine). Yield: 31.0%. Reaction SMILES: [Cl:1][C:2]1[CH:25]=[CH:24][C:5]2[N:6]=[C:7]([CH2:9][N:10]([C:17]3[CH:22]=[CH:21][C:20]([Cl:23])=[CH:19][CH:18]=3)[CH2:11][C:12]([O:14]CC)=[O:13])[NH:8][C:4]=2[CH:3]=1>CO.O>[Cl:1][C:2]1[CH:25]=[CH:24][C:5]2[N:6]=[C:7]([CH2:9][N:10]([C:17]3[CH:22]=[CH:21][C:20]([Cl:23])=[CH:19][CH:18]=3)[CH2:11][C:12]([OH:14])=[O:13])[NH:8][C:4]=2[CH:3]=1. Reported procedure: Ethyl N-[(5-chloro-2-benzimidazolyl)methyl]-N-(4-chlorophenyl)glycinate (0.15 g) was dissolved in methanol (3 ml). A solution of LiOH monohydrate (92 mg) in water (0.5 ml) was added and the cloudy mixture was stirred at rt for 2 h. Water (25 ml) was added and the aqueous layer was washed with EtOAc (20 ml) and diethyl ether (20 ml). By addition of 1M HCl a pH of 5 was adjusted. The white precipitate was extracted with EtOAc (4×50 ml). The combined organic layers were dried (sodium sulfate) and c... Reactants: CCOC(=O)Cl, O=C([O-])O, CN(C)C=O, CCOC(C)=O, NCc1ccc2ccn(C3CCN(CCc4ccc(F)cc4)CC3)c2c1, [Na+], [Na+], O=C([O-])CF. Product: O=C(CF)NCc1ccc2ccn(C3CCN(CCc4ccc(F)cc4)CC3)c2c1. Reaction SMILES: [C:1]([Cl:2])(=[O:3])[O:4][CH2:5][CH3:6].[C:39](=[O:40])([OH:41])[O-:42].[CH3:44][N:45]([CH3:46])[CH:47]=[O:48].[CH3:49][CH2:50][O:51][C:52](=[O:53])[CH3:54].[F:13][c:14]1[cH:15][cH:16][c:17]([CH2:18][CH2:19][N:20]2[CH2:21][CH2:22][CH:23]([n:26]3[cH:27][cH:28][c:29]4[cH:30][cH:31][c:32]([CH2:35][NH2:36])[cH:33][c:34]34)[CH2:24][CH2:25]2)[cH:37][cH:38]1.[Na+:43].[Na+:7].[O-:8][C:9](=[O:10])[CH2:11][F:12]>>[O:8]=[C:9]([CH2:11][F:12])[NH:36][CH2:35][c:32]1[cH:31][cH:30][c:29]2[cH:28][cH:27][n:26]([CH:23]3[CH2:22][CH2:21][N:20]([CH2:19][CH2:18][c:17]4[cH:16][cH:15][c:14]([F:13])[cH:38][cH:37]4)[CH2:25][CH2:24]3)[c:34]2[cH:33]1. The reactants are CC#N, CCOC(=O)c1cc2ccc(OC)cc2[nH]1, CN(C)C=O, [Cl-], [H-], [Na+]. The product is CCOC(=O)c1cc2ccc(OC)cc2n1CC#N. As a reaction SMILES: [C:20]([CH3:21])#[N:22].[CH3:1][O:2][c:3]1[cH:4][cH:5][c:6]2[cH:7][c:8]([C:12](=[O:13])[O:14][CH2:15][CH3:16])[nH:9][c:10]2[cH:11]1.[CH3:23][N:24]([CH3:25])[CH:26]=[O:27].[Cl-:19].[H-:17].[Na+:18]>>[CH3:1][O:2][c:3]1[cH:4][cH:5][c:6]2[cH:7][c:8]([C:12](=[O:13])[O:14][CH2:15][CH3:16])[n:9]([CH2:21][C:20]#[N:22])[c:10]2[cH:11]1. The reactants are CCC(Cc1ccc(OCCc2ccc(Sc3ccccc3)cc2)cc1)C(=O)OC, Cl, [Li+], [Na+], C1COCCO1, [OH-], [OH-], O. Product: CCC(Cc1ccc(OCCc2ccc(Sc3ccccc3)cc2)cc1)C(=O)O. Reaction SMILES: [CH3:3][O:4][C:5]([CH:6]([CH2:7][CH3:8])[CH2:9][c:10]1[cH:11][cH:12][c:13]([O:16][CH2:17][CH2:18][c:19]2[cH:20][cH:21][c:22]([S:25][c:26]3[cH:27][cH:28][cH:29][cH:30][cH:31]3)[cH:23][cH:24]2)[cH:14][cH:15]1)=[O:32].[ClH:35].[Li+:33].[Na+:2].[O:36]1[CH2:37][CH2:38][O:39][CH2:40][CH2:41]1.[OH-:1].[OH-:34].[OH2:42]>>[O:4]=[C:5]([CH:6]([CH2:7][CH3:8])[CH2:9][c:10]1[cH:11][cH:12][c:13]([O:16][CH2:17][CH2:18][c:19]2[cH:20][cH:21][c:22]([S:25][c:26]3[cH:27][cH:28][cH:29][cH:30][cH:31]3)[cH:23][cH:24]2)[cH:14][cH:15]1)[OH:32]. Starting materials: ( E )-, C(/C1=CC=CC=C1)=N/O ((Z)-benzaldehyde-oxime), ClN1C(CCC1=O)=O (N-chlorosuccinimide). Run in CN(C)C=O (DMF). Run at time 8 hour. The product is O\N=C(\C1=CC=CC=C1)/Cl ((Z)-N-Hydroxy-benzenecarboximidoyl chloride). Yield: 86.3%. Reaction SMILES: [CH:1](=[N:8]/[OH:9])/[C:2]1[CH:7]=[CH:6][CH:5]=[CH:4][CH:3]=1.[Cl:10]N1C(=O)CCC1=O>CN(C=O)C>[OH:9]/[N:8]=[C:1](\[Cl:10])/[C:2]1[CH:7]=[CH:6][CH:5]=[CH:4][CH:3]=1. Procedure details: To a solution of (E)- and/or (Z)-benzaldehyde-oxime (5.27 g, 44 mmol) in DMF (44 mL) was added N-chlorosuccinimide (5.81 g, 44 mmol) portionwise over 1 h, keeping the temperature below 35° C. The reaction mixture was stirred at room temperature overnight. The mixture was then poured onto ice-water, and extracted with ethyl acetate. The combined organic layers were then washed with water and brine, dried over sodium sulphate and evaporated to afford the title compound (5.91 g, 87%) which was obta... Starting materials: CO.Cl (methanol hydrochloric acid), C=CC1=CC=CC=C1 (styrene), C=CC=C (1,3-butadiene), methylaluminoxane, Example 1 ( 1 ). The reagents and catalysts are C[O-].C[O-].C[O-].C[Ti](C1C=CC=C1)(C)(C)(C)C (pentamethylcyclopentadienyltitanium trimethoxide). Solvent: CO (methanol). Conditions: temperature 30 celsius, time 30 minute. The product is C=CC=C.C=CC1=CC=CC=C1 (styrene-1,3-Butadiene Copolymer). RXN SMILES: [CH2:1]=[CH:2][C:3]1[CH:8]=[CH:7][CH:6]=[CH:5][CH:4]=1.C=CC=C.CO.Cl>C[O-].C[O-].C[O-].C[Ti](C)(C)(C)(C)C1C=CC=C1.CO>[CH2:1]=[CH:2][CH:3]=[CH2:4].[CH2:1]=[CH:2][C:3]1[CH:8]=[CH:7][CH:6]=[CH:5][CH:4]=1 |f:2.3,4.5.6.7,9.10|. Reported procedure: In a 1.0-liter reactor equipped with a stirrer were placed 100 ml of styrene and 6.0 mmol as aluminum atom of methylaluminoxane obtained in the above Example 1 (1), and the resultant was stirred at the polymerization temperature of 30° C. for 30 minutes. Subsequently, 56.3 g of 1,3-butadiene was charged in a stainless steel catalyst-input tube which had been sufficiently replaced with nitrogen, and added to the reaction system, and, at the same time, 0.03 mmol as titanium atom of pentamethylcycl... RXN SMILES: [CH2:1]([CH3:2])[CH:3]1[CH2:4][CH:5]([NH:31][S:32](=[O:33])(=[O:34])[CH:35]2[CH2:36][CH2:37]2)[CH2:6][CH:7]1[N:8]1[CH2:9][CH2:10][CH2:11][c:12]2[cH:13][n:14][c:15]3[c:16]([c:17]21)[cH:18][cH:19][n:20]3[S:21]([c:22]1[cH:23][cH:24][c:25]([CH3:26])[cH:27][cH:28]1)(=[O:29])=[O:30].[CH2:47]1[O:48][CH2:49][CH2:50][O:51][CH2:52]1.[CH3:41][CH2:42][O:43][C:44]([CH3:45])=[O:46].[Na+:39].[OH-:38].[OH2:40]>>[CH2:1]([CH3:2])[CH:3]1[CH2:4][CH:5]([NH:31][S:32](=[O:33])(=[O:34])[CH:35]2[CH2:36][CH2:37]2)[CH2:6][CH:7]1[N:8]1[CH2:9][CH2:10][CH2:11][c:12]2[cH:13][n:14][c:15]3[c:16]([c:17]21)[cH:18][cH:19][nH:20]3. Product: CCC1CC(NS(=O)(=O)C2CC2)CC1N1CCCc2cnc3[nH]ccc3c21. Reactants: CCC1CC(NS(=O)(=O)C2CC2)CC1N1CCCc2cnc3c(ccn3S(=O)(=O)c3ccc(C)cc3)c21, C1COCCO1, CCOC(C)=O, [Na+], [OH-], O.